Dataset: the Open Reaction Database (ORD), a public repository of structured organic reaction records. Task: describe an organic reaction: reactants, conditions, products, and yield Starting materials: [BH4-].[Na+] (sodium borohydride), FC1=CC=C(C=C1)C1=NC(=NC(=C1/C=C/C(=O)O)C(C)C)N(S(=O)(=O)C)C (3-[4-(4-fluorophenyl)-6-isopropyl-2-[methyl(methylsulfonyl)amino]-pyrimidin-5-yl]-(2E)-acrylic acid), Cl (HCl). Run in C1CCOC1 (THF). Reaction conditions: time 30 minute. The product is FC1=CC=C(C=C1)C1=NC(=NC(=C1C/C=C/O)C(C)C)N(S(=O)(=O)C)C (3-[4-(4-fluorophenyl)-6-isopropyl-2-(N-methyl-N-methylsulfonylamino)pyrimidin-5-yl]-(2E)-propenol). Reaction SMILES: [F:1][C:2]1[CH:7]=[CH:6][C:5]([C:8]2[C:13](/[CH:14]=[CH:15]/[C:16](O)=[O:17])=[C:12]([CH:19]([CH3:21])[CH3:20])[N:11]=[C:10]([N:22]([CH3:27])[S:23]([CH3:26])(=[O:25])=[O:24])[N:9]=2)=[CH:4][CH:3]=1.[BH4-].[Na+].Cl>C1COCC1>[F:1][C:2]1[CH:3]=[CH:4][C:5]([C:8]2[C:13]([CH2:14]/[CH:15]=[CH:16]/[OH:17])=[C:12]([CH:19]([CH3:21])[CH3:20])[N:11]=[C:10]([N:22]([CH3:27])[S:23]([CH3:26])(=[O:25])=[O:24])[N:9]=2)=[CH:6][CH:7]=1 |f:1.2|. Procedure: To a cold mixture of 3-[4-(4-fluorophenyl)-6-isopropyl-2-[methyl(methylsulfonyl)amino]-pyrimidin-5-yl]-(2E)-acrylic acid (5 ml) in THF (50 ml) methylchloroformate (1.5 ml) was added dropwise at 0-5° C. Reaction mixture was stirred at this temperature for 30 min and sodium borohydride (0.5 g) was added at 0-5° C. The reaction mixture was allowed to warm to room temperature and stirred at room temperature for 30 h. After completion of the reaction, mixture was poured on a cold HCl (100 ml) and ext... The reactants are CN1C(C=CC2=C(C=CC=C12)[N+](=O)[O-])=O (1-methyl-5-nitroquinolin-2(1H)-one), stainless steel, [H][H] (hydrogen). Reagents/catalysts: [Pd] (Pd—C). The solvent is O1CCCC1 (tetrahydrofuran). The product is NC1=C2C=CC(N(C2=CC=C1)C)=O (5-amino-1-methylquinolin-2(1H)-one). Yield: 75.8%. RXN SMILES: [CH3:1][N:2]1[C:11]2[C:6](=[C:7]([N+:12]([O-])=O)[CH:8]=[CH:9][CH:10]=2)[CH:5]=[CH:4][C:3]1=[O:15].[H][H]>O1CCCC1.[Pd]>[NH2:12][C:7]1[CH:8]=[CH:9][CH:10]=[C:11]2[C:6]=1[CH:5]=[CH:4][C:3](=[O:15])[N:2]2[CH3:1]. Procedure: A solution of Example 50A (2.16 g, 10.6 mmol) in tetrahydrofuran (50 mL) was added to 5% Pd—C, wet (0.432 g, 4.06 mmol) in a 250 mL stainless steel pressure bottle. After 3 hours at about room temperature under 30 psi of hydrogen pressure, the mixture was filtered through a nylon membrane and concentrated. EtOH (22 mL) was added, and the yellow slurry was sonicated for 5 minutes and filtered, washing with EtOH (10 mL). The yellow solid was dried in a vacuum oven at 50° C. to provide the title co... Product: C(C)N(CC1=NC2=CC=C(C=C2C=C1)N)CCC1=CC=C(C=C1)NS(=O)(=O)C (N-Ethyl-N-(6-aminoquinol-2-ylmethyl)-4-methanesulphonamidophenethylamine). Run in C(C)(=O)OCC (ethyl acetate). The yield is 99.7%. Procedure details: The product of part (A) (0.55 g) was catalytically hydrogenated similarly to Preparation 1(C) but using H2 over 5% Pd on C in ethyl acetate at 15 p.s.i. (103.4 kPa) for 3 hours, giving the title compound (0.51 g). Conditions: time 3 hour. Reactants: C(C)N(CC1=NC2=CC=C(C=C2C=C1)[N+](=O)[O-])CCC1=CC=C(C=C1)NS(=O)(=O)C (N-Ethyl-N-(6-nitroquinol-2-ylmethyl)-4-methanesulphonamidophenethylamine), 1(C). As a reaction SMILES: [CH2:1]([N:3]([CH2:18][CH2:19][C:20]1[CH:25]=[CH:24][C:23]([NH:26][S:27]([CH3:30])(=[O:29])=[O:28])=[CH:22][CH:21]=1)[CH2:4][C:5]1[CH:14]=[CH:13][C:12]2[C:7](=[CH:8][CH:9]=[C:10]([N+:15]([O-])=O)[CH:11]=2)[N:6]=1)[CH3:2]>C(OCC)(=O)C.[Pd]>[CH2:1]([N:3]([CH2:18][CH2:19][C:20]1[CH:25]=[CH:24][C:23]([NH:26][S:27]([CH3:30])(=[O:28])=[O:29])=[CH:22][CH:21]=1)[CH2:4][C:5]1[CH:14]=[CH:13][C:12]2[C:7](=[CH:8][CH:9]=[C:10]([NH2:15])[CH:11]=2)[N:6]=1)[CH3:2]. Reagents/catalysts: [Pd] (Pd). Starting materials: CCCCCCCCCCCCCCCCNc1csc(C#N)c1, CC(C)C[Al+]CC(C)C, CO, Cc1ccccc1, CCCCCC, ClCCl, [H-], O=S(=O)(O)O. The product is CCCCCCCCCCCCCCCCNc1csc(C=O)c1. RXN SMILES: [CH2:11]([CH2:12][CH2:13][CH2:14][CH2:15][CH2:16][CH2:17][CH2:18][CH2:19][CH2:20][CH2:21][CH2:22][CH2:23][CH2:24][CH2:25][CH3:26])[NH:27][c:28]1[cH:29][c:30]([C:33]#[N:34])[s:31][cH:32]1.[CH2:2]([Al+:3][CH2:4][CH:5]([CH3:6])[CH3:7])[CH:8]([CH3:9])[CH3:10].[CH3:35][OH:36].[CH3:42][c:43]1[cH:44][cH:45][cH:46][cH:47][cH:48]1.[CH3:49][CH2:50][CH2:51][CH2:52][CH2:53][CH3:54].[Cl:55][CH2:56][Cl:57].[H-:1].[S:37]([OH:38])(=[O:39])(=[O:40])[OH:41]>>[CH2:11]([CH2:12][CH2:13][CH2:14][CH2:15][CH2:16][CH2:17][CH2:18][CH2:19][CH2:20][CH2:21][CH2:22][CH2:23][CH2:24][CH2:25][CH3:26])[NH:27][c:28]1[cH:29][c:30]([CH:33]=[O:38])[s:31][cH:32]1. Reactants: FC(C(C(F)(F)F)C(C(CC)(F)F)(F)F)(F)F (2-trifluoromethyl-1,1,1,3,3,4,4-heptafluorohexane), CCC(C(CC)=O)=O (3,4-hexanedione). The product is FC(CC)(C(CC)(F)F)F (3,3,4,4-tetrafluorohexane). As a reaction SMILES: F[C:2](F)(F)[CH:3]([C:8]([F:15])([F:14])[C:9]([F:13])([F:12])[CH2:10][CH3:11])C(F)(F)F.CCC(=O)C(=O)CC>>[F:12][C:9]([F:13])([C:8]([F:15])([F:14])[CH2:3][CH3:2])[CH2:10][CH3:11]. Procedure: As another example, 2-trifluoromethyl-1,1,1,3,3,4,4-heptafluorohexane may be prepared by fluorinating commercially available 3,4-hexanedione to form 3,3,4,4-tetrafluorohexane which may then be dehydrogenated to form 3,3,4,4-tetrafluoro-1-hexene. CF3 may then be added to the 3,3,4,4-tetrafluoro-1-hexene to form 2-trifluoromethyl-1,3,3,4,4-pentafluorohexane which may then be dehydrogenated to form 2-trifluoromethyl-1,3,3,4,4-pentafluoro-1-hexene. The 2-trifluoromethyl-1,3,3,4,4-pentafluoro-1-hexen... Starting materials: ClC1=CC(=C(C=C1)CO)OCC1=CC=CC=C1 ({4-chloro-2-[(phenylmethyl)oxy]phenyl}methanol), P(Br)(Br)Br (phosphorus tribromide), C(O)([O-])=O.[Na+] (sodium hydrogen carbonate), intermediate 6. Run in O (water), ClCCl (dichloromethane), C(Cl)Cl (DCM), C(Cl)Cl (DCM). Reaction conditions: time 4.5 hour. The product is BrCC1=C(C=C(C=C1)Cl)OCC1=CC=CC=C1 (1-(bromomethyl)-4-chloro-2-[(phenylmethyl)oxy]benzene). Reaction SMILES: [Cl:1][C:2]1[CH:7]=[CH:6][C:5]([CH2:8]O)=[C:4]([O:10][CH2:11][C:12]2[CH:17]=[CH:16][CH:15]=[CH:14][CH:13]=2)[CH:3]=1.P(Br)(Br)[Br:19].C(=O)([O-])O.[Na+]>C(Cl)Cl.O>[Br:19][CH2:8][C:5]1[CH:6]=[CH:7][C:2]([Cl:1])=[CH:3][C:4]=1[O:10][CH2:11][C:12]1[CH:17]=[CH:16][CH:15]=[CH:14][CH:13]=1 |f:2.3|. Procedure: To a solution of {4-chloro-2-[(phenylmethyl)oxy]phenyl}methanol (for a preparation see intermediate 6) (0.501 g, 2.02 mmol) in DCM (10 ml) at −10 to −15° C., under nitrogen, was added a solution of phosphorus tribromide (0.190 ml, 2.02 mmol, Aldrich) in DCM (5 ml) dropwise. The solution was allowed to warm to ambient temperature and stirred for 4.5 h. To the reaction mixture in an ice-water bath was added dropwise saturated aqueous sodium hydrogen carbonate (5 ml). The mixture was diluted with w...